From a dataset of the Open Reaction Database (ORD), a public repository of structured organic reaction records. describe an organic reaction: reactants, conditions, products, and yield The reactants are Br.OC12N(C(SC1CC=1C=C(C=CC12)C#N)=NC)C (3a-Hydroxy-3-methyl-2-methylimino-3,3a,8,8a-tetrahydro-2H-indeno[1,2-d]thiazole-6-carbonitrile hydrobromide), BrC1C(C2=CC=C(C=C2C1)C#N)=O (2-bromo-1-oxoindan-5-carbonitrile), CNC(=S)NC (N,N'-dimethylthiourea). The solvent is CC(=O)C (acetone). Conditions: temperature 0 celsius, time 1 hour. Product: Br.OC12N(C(SC1CC=1C=C(C=CC12)C#N)=NC)C (3a-Hydroxy-3-methyl-2-methylimino-3,3a,8,8a-tetrahydro-2H-indeno-[1,2-d]thiazole-6-carbonitrile hydrobromide), OC12N(C(SC1CC=1C=C(C=CC12)C#N)=NC)C (3a-hydroxy-3-methyl-2-methylimino-3,3a,8,8a-tetrahydro-2H-indeno[1,2-d]thiazole-6-carbonitrile). As a reaction SMILES: Br.[OH:2][C:3]12[C:14]3[CH:13]=[CH:12][C:11]([C:15]#[N:16])=[CH:10][C:9]=3[CH2:8][CH:7]1[S:6][C:5](=[N:17][CH3:18])[N:4]2[CH3:19].[Br:20]C1CC2C(=CC=C(C#N)C=2)C1=O.CNC(NC)=S>CC(C)=O>[BrH:20].[OH:2][C:3]12[C:14]3[CH:13]=[CH:12][C:11]([C:15]#[N:16])=[CH:10][C:9]=3[CH2:8][CH:7]1[S:6][C:5](=[N:17][CH3:18])[N:4]2[CH3:19].[OH:2][C:3]12[C:14]3[CH:13]=[CH:12][C:11]([C:15]#[N:16])=[CH:10][C:9]=3[CH2:8][CH:7]1[S:6][C:5](=[N:17][CH3:18])[N:4]2[CH3:19] |f:0.1,5.6|. Procedure: 3a-Hydroxy-3-methyl-2-methylimino-3,3a,8,8a-tetrahydro-2H-indeno[1,2-d]thiazole-6-carbonitrile hydrobromide: 236 mg of 2-bromo-1-oxoindan-5-carbonitrile are dissolved in 10 ml of acetone and treated at 0-5° C. with 210 mg of N,N'-dimethylthiourea. The mixture is stirred at room temperature for 3 hours and at 0° C. for 1 hour. The reaction product is filtered off with suction, washed with acetone and dried in vacuo. The hydrobromide of 3a-hydroxy-3-methyl-2-methylimino-3,3a,8,8a-tetrahydro-2H-ind...